Task: describe an organic reaction: reactants, conditions, products, and yield. Dataset: the Open Reaction Database (ORD), a public repository of structured organic reaction records The reactants are C(C1=CC=CC=C1)OC([C@@H](CC(=O)NCC1=CC=CC=C1)NS(=O)(=O)C1=CC=C(C=C1)OC)=O (N-benzyl-2(R)-[(4-methoxyphenyl)sulfonylamino]-succinamic acid benzyl ester), O1COCOC1 (1.3,5-trioxane). The reagents and catalysts are S(O)(O)(=O)=O (sulfuric acid). Run in ClCCl (dichloromethane), ClCCl (dichloromethane). Yields the product C(C1=CC=CC=C1)N1CN([C@H](CC1=O)C(=O)OCC1=CC=CC=C1)S(=O)(=O)C1=CC=C(C=C1)OC (benzyl 1-benzyl-3-[(4-methoxyphenyl)sulfonyl]-6-oxo-hexahydro-pyrimidine-4(R)-carboxylate). RXN SMILES: [CH2:1]([O:8][C:9](=[O:34])[C@H:10]([NH:22][S:23]([C:26]1[CH:31]=[CH:30][C:29]([O:32][CH3:33])=[CH:28][CH:27]=1)(=[O:25])=[O:24])[CH2:11][C:12]([NH:14][CH2:15][C:16]1[CH:21]=[CH:20][CH:19]=[CH:18][CH:17]=1)=[O:13])[C:2]1[CH:7]=[CH:6][CH:5]=[CH:4][CH:3]=1.O1COCO[CH2:36]1>ClCCl.S(=O)(=O)(O)O>[CH2:15]([N:14]1[C:12](=[O:13])[CH2:11][C@H:10]([C:9]([O:8][CH2:1][C:2]2[CH:3]=[CH:4][CH:5]=[CH:6][CH:7]=2)=[O:34])[N:22]([S:23]([C:26]2[CH:31]=[CH:30][C:29]([O:32][CH3:33])=[CH:28][CH:27]=2)(=[O:25])=[O:24])[CH2:36]1)[C:16]1[CH:21]=[CH:20][CH:19]=[CH:18][CH:17]=1. Procedure: To the solution of N-benzyl-2(R)-[(4-methoxyphenyl)sulfonylamino]-succinamic acid benzyl ester as an oil (2.10 g, 4.4 mmol) in 200 mL of dichloromethane is added, with stirring, 1.3,5-trioxane (1.57 g, 17.4 mmol) followed by two drops of sulfuric acid. The reaction is heated at reflux for 3 hours at which time mass spectrometry (ES) indicates the reaction to be complete. The reaction is allowed to cool to room temperature, diluted with dichloromethane (250 mL), and washed with water (2×). The pr... Reactants: FC1=C(CN2C3C(CCC2CC3)C=3OC(=NN3)C=3C=C2C(=NN(C2=CC3)C(C3=CC=CC=C3)(C3=CC=CC=C3)C3=CC=CC=C3)C3=CC(=NC=C3)C)C=CC=C1 (2-(8-(2-Fluorobenzyl)-8-azabicyclo[3.2.1]octan-2-yl)-5-(3-(2-methylpyridin-4-yl)-1-trityl-1H-indazol-5-yl)-1,3,4-oxadiazole), C(C)[SiH](CC)CC (triethylsilane). Conditions: time 30 minute. The product is FC1=C(CN2C3C(CCC2CC3)C=3OC(=NN3)C=3C=C2C(=NNC2=CC3)C3=CC(=NC=C3)C)C=CC=C1 (2-(8-(2-fluorobenzyl)-8-azabicyclo[3.2.1]octan-2-yl)-5-(3-(2-methylpyridin-4-yl)-1H-indazol-5-yl)-1,3,4-oxadiazole). RXN SMILES: [F:1][C:2]1[CH:56]=[CH:55][CH:54]=[CH:53][C:3]=1[CH2:4][N:5]1[CH:10]2[CH2:11][CH2:12][CH:6]1[CH:7]([C:13]1[O:14][C:15]([C:18]3[CH:19]=[C:20]4[C:24](=[CH:25][CH:26]=3)[N:23](C(C3C=CC=CC=3)(C3C=CC=CC=3)C3C=CC=CC=3)[N:22]=[C:21]4[C:46]3[CH:51]=[CH:50][N:49]=[C:48]([CH3:52])[CH:47]=3)=[N:16][N:17]=1)[CH2:8][CH2:9]2.C([SiH](CC)CC)C>>[F:1][C:2]1[CH:56]=[CH:55][CH:54]=[CH:53][C:3]=1[CH2:4][N:5]1[CH:10]2[CH2:11][CH2:12][CH:6]1[CH:7]([C:13]1[O:14][C:15]([C:18]3[CH:19]=[C:20]4[C:24](=[CH:25][CH:26]=3)[NH:23][N:22]=[C:21]4[C:46]3[CH:51]=[CH:50][N:49]=[C:48]([CH3:52])[CH:47]=3)=[N:16][N:17]=1)[CH2:8][CH2:9]2. Procedure details: To 2-(8-(2-Fluorobenzyl)-8-azabicyclo[3.2.1]octan-2-yl)-5-(3-(2-methylpyridin-4-yl)-1-trityl-1H-indazol-5-yl)-1,3,4-oxadiazole (40 mg, 0.054 mmol) 95% trifluoroacetic acid (3 mL) was added. The reaction was stirred at room temperature for 30 minutes. After reaction completion, triethylsilane (0.1 mL) was added. The reaction was concentrated and submitted for prep LC/MS. A total of 6 mg of purified compound was retrieved.